This data is from the Open Reaction Database (ORD), a public repository of structured organic reaction records. The task is: describe an organic reaction: reactants, conditions, products, and yield Starting materials: CCN(CC)CC1COCCN1CCN, CC#N, O=C1Nc2cccnc2N(C(=O)Cl)c2ccccc21. The product is CCN(CC)CC1COCCN1CCNC(=O)N1c2ccccc2C(=O)Nc2cccnc21. RXN SMILES: [CH2:20]([CH3:21])[N:22]([CH2:23][CH3:24])[CH2:25][CH:26]1[CH2:27][O:28][CH2:29][CH2:30][N:31]1[CH2:32][CH2:33][NH2:34].[CH3:35][C:36]#[N:37].[Cl:1][C:2](=[O:3])[N:4]1[c:5]2[c:6]([cH:16][cH:17][cH:18][n:19]2)[NH:7][C:8](=[O:15])[c:9]2[c:10]1[cH:11][cH:12][cH:13][cH:14]2>>[C:2](=[O:3])([N:4]1[c:5]2[c:6]([cH:16][cH:17][cH:18][n:19]2)[NH:7][C:8](=[O:15])[c:9]2[c:10]1[cH:11][cH:12][cH:13][cH:14]2)[NH:34][CH2:33][CH2:32][N:31]1[CH:26]([CH2:25][N:22]([CH2:20][CH3:21])[CH2:23][CH3:24])[CH2:27][O:28][CH2:29][CH2:30]1. Starting materials: C(C)(C)(C)NS(=O)(=O)C=1C(=CC(=C(C(=O)O)C1)OCC)Cl (5-tert-Butylsulfamoyl-4-chloro-2-ethoxybenzoic acid), [N+](=[N-])=C (diazomethane). Solvent: O1CCCC1 (tetrahydrofuran). Reaction conditions: time 0.5 hour. Yields the product COC(C1=C(C=C(C(=C1)S(NC(C)(C)C)(=O)=O)Cl)OCC)=O (5-tert-butylsulfamoyl-4-chloro-2-ethoxybenzoic acid methyl ester). As a reaction SMILES: [C:1]([NH:5][S:6]([C:9]1[C:10]([Cl:21])=[CH:11][C:12]([O:18][CH2:19][CH3:20])=[C:13]([CH:17]=1)[C:14]([OH:16])=[O:15])(=[O:8])=[O:7])([CH3:4])([CH3:3])[CH3:2].[N+](=[CH2:24])=[N-]>O1CCCC1>[CH3:24][O:15][C:14](=[O:16])[C:13]1[CH:17]=[C:9]([S:6](=[O:8])(=[O:7])[NH:5][C:1]([CH3:4])([CH3:3])[CH3:2])[C:10]([Cl:21])=[CH:11][C:12]=1[O:18][CH2:19][CH3:20]. Reported procedure: 5-tert-Butylsulfamoyl-4-chloro-2-ethoxybenzoic acid (0.8 g, 24 mmol) in 10 mL of tetrahydrofuran was treated with diazomethane (15 mL, ˜2-3 M in ether, prepared from N-methyl-N-nitroso-p-toluenesulfonamide, Aldrich) at room temperature and stirred for 0.5 h. The mixture was concentrated, and the residue was purified by flash chromatography (silica gel, eluting with 20% ethyl acetate in hexane) to give 0.45 g of 5-tert-butylsulfamoyl-4-chloro-2-ethoxybenzoic acid methyl ester as a solid. Reactants: BrCc1ccccc1, O=C([O-])[O-], CNC1CCCCC1, CC(=O)CC(C)C, [K+], [K+]. The product is CN(Cc1ccccc1)C1CCCCC1. RXN SMILES: [Br:9][CH2:10][c:11]1[cH:12][cH:13][cH:14][cH:15][cH:16]1.[C:17](=[O:18])([O-:19])[O-:20].[CH3:1][NH:2][CH:3]1[CH2:4][CH2:5][CH2:6][CH2:7][CH2:8]1.[CH3:23][CH:24]([CH3:25])[CH2:26][C:27](=[O:28])[CH3:29].[K+:21].[K+:22]>>[CH3:1][N:2]([CH:3]1[CH2:4][CH2:5][CH2:6][CH2:7][CH2:8]1)[CH2:10][c:11]1[cH:12][cH:13][cH:14][cH:15][cH:16]1. Starting materials: CC1=CC(NC=2C(C=CC(C12)=O)=O)=O (4-methyl-1H-quinoline-2,5,8-trione), CN(N=CC(=C)CC)C (2-ethylacrolein dimethylhydrazone). Solvent: C(Cl)(Cl)Cl (chloroform). Yields the product C(C)C=1C=C2C(C=3C(=CC(NC3C(C2=NC1)=O)=O)C)=O (6-ethy-4-methyl-1H-1,8-diazaanthracene-2,9,10-trione), 6-dimethylamino-4-methyl-1H-quinoline-2,5,8. Yield: 30.2%. RXN SMILES: [CH3:1][C:2]1[C:11]2[C:10](=[O:12])[CH:9]=[CH:8][C:7](=[O:13])[C:6]=2[NH:5][C:4](=[O:14])[CH:3]=1.CN(C)[N:17]=[CH:18][C:19]([CH2:21][CH3:22])=[CH2:20]>C(Cl)(Cl)Cl>[CH2:21]([C:19]1[CH:20]=[C:9]2[C:8](=[N:17][CH:18]=1)[C:7](=[O:13])[C:6]1[NH:5][C:4](=[O:14])[CH:3]=[C:2]([CH3:1])[C:11]=1[C:10]2=[O:12])[CH3:22]. Procedure details: A solution of 150 mg (0.9 mmol) of 4-methyl-1H-quinoline-2,5,8-trione and 150 mg (0.79 mmol) of 2-ethylacrolein dimethylhydrazone in dry chloroform (130 ml) was stirred at room temperature for five minutes. After evaporation of the solvent, the residue was purified by silica gel chromatography using ethyl acetate as eluent to yield 29 mg of the starting hydrazone, 64 mg (30%) of 5 and 60 mg of 6-dimethylamino-4-methyl-1H-quinoline-2,5,8-trone. The reactants are ClC1=C(CC2C(N(CC2)C2CC(C(CC2)=O)=CN(C)C)=O)C=CC(=C1)C=1C=NN(C1)C (3-[2-Chloro-4-(1-methyl-1H-pyrazol-4-yl)-benzyl]-1-(3-dimethylaminomethylene-4-oxo-cyclohexyl)-pyrrolidin-2-one), O.NN (hydrazine hydrate). Run in CO (methanol). Conditions: time 17 hour. Product: ClC1=C(CC2C(N(CC2)C2CC3=CNN=C3CC2)=O)C=CC(=C1)C=1C=NN(C1)C (3-[2-Chloro-4-(1-methyl-1H-pyrazol-4-yl)-benzyl]-1-(4,5,6,7-tetrahydro-2H-indazol-5-yl)-pyrrolidin-2-one). Reaction SMILES: [Cl:1][C:2]1[CH:25]=[C:24]([C:26]2[CH:27]=[N:28][N:29]([CH3:31])[CH:30]=2)[CH:23]=[CH:22][C:3]=1[CH2:4][CH:5]1[CH2:9][CH2:8][N:7]([CH:10]2[CH2:15][CH2:14][C:13](=O)[C:12](=[CH:17][N:18](C)C)[CH2:11]2)[C:6]1=[O:21].O.[NH2:33]N>CO>[Cl:1][C:2]1[CH:25]=[C:24]([C:26]2[CH:27]=[N:28][N:29]([CH3:31])[CH:30]=2)[CH:23]=[CH:22][C:3]=1[CH2:4][CH:5]1[CH2:9][CH2:8][N:7]([CH:10]2[CH2:15][CH2:14][C:13]3[C:12](=[CH:17][NH:18][N:33]=3)[CH2:11]2)[C:6]1=[O:21] |f:1.2|. Procedure: Dissolve 3-[2-Chloro-4-(1-methyl-1H-pyrazol-4-yl)-benzyl]-1-(3-dimethylaminomethylene-4-oxo-cyclohexyl)-pyrrolidin-2-one (Preparation 30) (0.327 g, 0.745 mmol) in methanol (3.0 mL), and hydrazine hydrate (0.038 mL) stir the resulting orange solution for 17 hours at room temperature. Filter the mixture, rinse with cold methanol and vacuum dry to 0.138 g of a solid. MS (m/z): 410 (M+1).